Task: describe an organic reaction: reactants, conditions, products, and yield. Dataset: the Open Reaction Database (ORD), a public repository of structured organic reaction records The reactants are COc1ccc(CN2C(=O)c3ccccc3C(C)(C)C2=O)cc1, CC#N, [Ce+3], O=[N+]([O-])[O-], O=[N+]([O-])[O-], O=[N+]([O-])[O-], O=[N+]([O-])[O-], O=[N+]([O-])[O-], [NH4+], [NH4+], O. Yields the product CC1(C)C(=O)NC(=O)c2ccccc21. RXN SMILES: [CH3:1][O:2][c:3]1[cH:4][cH:5][c:6]([CH2:7][N:8]2[C:9](=[O:21])[c:10]3[cH:11][cH:12][cH:13][cH:14][c:15]3[C:16]([CH3:19])([CH3:20])[C:17]2=[O:18])[cH:22][cH:23]1.[CH3:24][C:25]#[N:26].[Ce+3:31].[N+:27]([O-:28])([O-:29])=[O:30].[N+:34]([O-:35])([O-:36])=[O:37].[N+:38]([O-:39])([O-:40])=[O:41].[N+:42]([O-:43])([O-:44])=[O:45].[N+:46]([O-:47])([O-:48])=[O:49].[NH4+:32].[NH4+:33].[OH2:50]>>[NH:8]1[C:9](=[O:21])[c:10]2[cH:11][cH:12][cH:13][cH:14][c:15]2[C:16]([CH3:19])([CH3:20])[C:17]1=[O:18].